From a dataset of the Open Reaction Database (ORD), a public repository of structured organic reaction records. describe an organic reaction: reactants, conditions, products, and yield Reactants: N1=CN=C(C2=CC=CC=C12)NC=C(C(=O)OCC)C(=O)OCC (diethyl [(4-quinazolinylamino)methylene]propanedioate), C1(=CC=CC=C1)OC1=CC=CC=C1 (diphenylether), resultant mixture. The solvent is CCCCCC (hexane). Conditions: temperature 250 celsius, time 20 minute. Product: O=C1C(=CN=C2N1C=NC=1C=CC=CC21)C(=O)OCC (ethyl 4-oxo-4H-pyrimido[1,2-c]quinazoline-3-carboxylate). The yield is 90.8%. As a reaction SMILES: [N:1]1[C:10]2[C:5](=[CH:6][CH:7]=[CH:8][CH:9]=2)[C:4]([NH:11][CH:12]=[C:13]([C:19]([O:21][CH2:22][CH3:23])=[O:20])[C:14](OCC)=[O:15])=[N:3][CH:2]=1.C1(OC2C=CC=CC=2)C=CC=CC=1>CCCCCC>[O:15]=[C:14]1[N:3]2[CH:2]=[N:1][C:10]3[CH:9]=[CH:8][CH:7]=[CH:6][C:5]=3[C:4]2=[N:11][CH:12]=[C:13]1[C:19]([O:21][CH2:22][CH3:23])=[O:20]. Procedure: To diethyl [(4-quinazolinylamino)methylene]propanedioate (16.0 g) was added diphenylether (70 ml) which had been heated at 250° C. in advance. The reaction mixture was stirred at 250°-260° C. for 20 minutes and cooled to ambient temperature. To the resultant mixture was added hexane. The mixture was stirred to give crystals, which was washed with hexane and dried. The crude crystals were dissolved in ethyl acetate under heating. After insoluble materials were removed by filtration, the filtrate ... The product is Cc1nc(Cl)ncc1OCC1(c2cccc(F)c2)CC1C(=O)O. As a reaction SMILES: [CH3:1][C:2](=[CH:3][CH3:4])[CH3:5].[CH3:40][C:41]([CH3:42])=[O:43].[Cl+:34]([O-:35])[O-:36].[Cl:12][c:13]1[n:14][cH:15][c:16]([O:20][CH2:21][C:22]2([c:27]3[cH:28][c:29]([F:33])[cH:30][cH:31][cH:32]3)[CH:23]([CH:25]=[O:26])[CH2:24]2)[c:17]([CH3:19])[n:18]1.[Na+:11].[Na+:37].[OH2:38].[OH2:39].[P:6]([O-:7])([OH:8])([OH:9])=[O:10]>>[Cl:12][c:13]1[n:14][cH:15][c:16]([O:20][CH2:21][C:22]2([c:27]3[cH:28][c:29]([F:33])[cH:30][cH:31][cH:32]3)[CH:23]([C:25](=[O:26])[OH:35])[CH2:24]2)[c:17]([CH3:19])[n:18]1. Starting materials: CC=C(C)C, CC(C)=O, [O-][Cl+][O-], Cc1nc(Cl)ncc1OCC1(c2cccc(F)c2)CC1C=O, [Na+], [Na+], O, O, O=P([O-])(O)O. Reactants: C(C)(C)(C)OC(=O)N[C@H](C(=O)O)CC1=C(C(=C(C=C1)OC)OC)OC ((S)-2-tert-Butoxycarbonylamino-3-(2,3,4-trimethoxy-phenyl)-propionic acid), N[C@H](C(=O)O)CC1=CC(=C(C(=C1)OC)OC)OC ((S)-2-Amino-3-(3,4,5-trimethoxy-phenyl)-propionic acid). Product: C(C)(C)(C)OC(=O)N[C@H](C(=O)O)CC1=CC(=C(C(=C1)OC)OC)OC ((S)-2-tert-Butoxycarbonylamino-3-(3,4,5-trimethoxy-phenyl)-propionic acid). As a reaction SMILES: [C:1]([O:5][C:6]([NH:8][C@@H:9]([CH2:13][C:14]1[CH:19]=[CH:18][C:17]([O:20][CH3:21])=[C:16]([O:22][CH3:23])[C:15]=1OC)[C:10]([OH:12])=[O:11])=[O:7])([CH3:4])([CH3:3])[CH3:2].N[C@@H](CC1C=C(OC)C(OC)=C(OC)C=1)[C:28](O)=[O:29]>>[C:1]([O:5][C:6]([NH:8][C@@H:9]([CH2:13][C:14]1[CH:15]=[C:16]([O:22][CH3:23])[C:17]([O:20][CH3:21])=[C:18]([O:29][CH3:28])[CH:19]=1)[C:10]([OH:12])=[O:11])=[O:7])([CH3:2])([CH3:3])[CH3:4]. Procedure details: The title compound is synthesised as described for (S)-2-tert-Butoxycarbonylamino-3-(2,3,4-trimethoxy-phenyl)-propionic acid (Example 3) but starting from (S)-2-Amino-3-(3,4,5-trimethoxy-phenyl)-propionic acid. Reactants: CC(=O)O[BH-](OC(C)=O)OC(C)=O, CCc1nc2ccccc2n1-c1nc(N2CCOCC2)c2nc(C=O)n(C)c2n1, ClCCCl, CC(C)C(O)C1CNC1, [Na+]. The product is CCc1nc2ccccc2n1-c1nc(N2CCOCC2)c2nc(CN3CC(C(O)C(C)C)C3)n(C)c2n1. As a reaction SMILES: [C:39]([O:40][BH-:41]([O:42][C:43](=[O:44])[CH3:45])[O:46][C:47](=[O:48])[CH3:49])(=[O:50])[CH3:51].[CH2:1]([CH3:2])[c:3]1[n:4][c:5]2[c:6]([n:7]1-[c:8]1[n:9][c:10]([N:20]3[CH2:21][CH2:22][O:23][CH2:24][CH2:25]3)[c:11]3[n:12][c:13]([CH:18]=[O:19])[n:14]([CH3:17])[c:15]3[n:16]1)[cH:26][cH:27][cH:28][cH:29]2.[Cl:53][CH2:54][CH2:55][Cl:56].[NH:30]1[CH2:31][CH:32]([CH:34]([CH:35]([CH3:36])[CH3:37])[OH:38])[CH2:33]1.[Na+:52]>>[CH2:1]([CH3:2])[c:3]1[n:4][c:5]2[c:6]([n:7]1-[c:8]1[n:9][c:10]([N:20]3[CH2:21][CH2:22][O:23][CH2:24][CH2:25]3)[c:11]3[n:12][c:13]([CH2:18][N:30]4[CH2:31][CH:32]([CH:34]([CH:35]([CH3:36])[CH3:37])[OH:38])[CH2:33]4)[n:14]([CH3:17])[c:15]3[n:16]1)[cH:26][cH:27][cH:28][cH:29]2. Starting materials: CCOCC (Ether), BrCCCCCC (1-Bromohexane), [O-]C#N.CN(C)[S+](N(C)C)N(C)C (tris(dimethylamino)sulfonium cyanate), BrCCCCCC (1-bromohexane). The solvent is C(C)#N (acetonitrile). Reaction conditions: time 2 hour. Product: C(CCCCC)N=C=O (1-hexyl isocyanate). Yield: 85.0%. As a reaction SMILES: Br[CH2:2][CH2:3][CH2:4][CH2:5][CH2:6][CH3:7].[O-:8][C:9]#[N:10].CN([S+](N(C)C)N(C)C)C.CCOCC>C(#N)C>[CH2:2]([N:10]=[C:9]=[O:8])[CH2:3][CH2:4][CH2:5][CH2:6][CH3:7] |f:1.2|. Procedure: 1-Bromohexane, 3.3 g (0.02 mole), was added to a stirred solution of 6.2 g (0.03 mole) of tris(dimethylamino)sulfonium cyanate in 12 ml of acetonitrile at 25°. The course of the reaction was followed by glc analysis. One-half of the 1-bromohexane had reacted after 6 min., and the reaction was virtually complete after 2 hours. Ether, 20 ml, was added to the reaction mixture to precipitate dissolved salts, and the reaction mixture was filtered. Distillation of the filtrate gave 2.16 g (85%) of 1-h... Reactants: OC=1C(=C(N2C=CC=CC12)C(=O)C1=CC=C(C(=O)OC)C=C1)C (methyl 4-[(1-hydroxy-2-methylindolizin-3-yl)carbonyl]benzoate), COC=1C=C(CBr)C=CC1 (3-methoxybenzyl bromide). Product: COC=1C=C(COC=2C(=C(N3C=CC=CC23)C(=O)C2=CC=C(C(=O)OC)C=C2)C)C=CC1 (Methyl 4-({1-[(3-methoxybenzyl)oxy]-2-methylindolizin-3-yl}carbonyl)benzoate). As a reaction SMILES: [OH:1][C:2]1[C:3]([CH3:23])=[C:4]([C:11]([C:13]2[CH:22]=[CH:21][C:16]([C:17]([O:19][CH3:20])=[O:18])=[CH:15][CH:14]=2)=[O:12])[N:5]2[C:10]=1[CH:9]=[CH:8][CH:7]=[CH:6]2.[CH3:24][O:25][C:26]1[CH:27]=[C:28]([CH:31]=[CH:32][CH:33]=1)[CH2:29]Br>>[CH3:24][O:25][C:26]1[CH:27]=[C:28]([CH:31]=[CH:32][CH:33]=1)[CH2:29][O:1][C:2]1[C:3]([CH3:23])=[C:4]([C:11]([C:13]2[CH:22]=[CH:21][C:16]([C:17]([O:19][CH3:20])=[O:18])=[CH:15][CH:14]=2)=[O:12])[N:5]2[C:10]=1[CH:9]=[CH:8][CH:7]=[CH:6]2. Reported procedure: This compound is obtained according to the same procedure as that of Example 86, by O-alkylation of methyl 4-[(1-hydroxy-2-methylindolizin-3-yl)carbonyl]benzoate with 3-methoxybenzyl bromide. A yellow powder is obtained which melts at 106° C.